Dataset: the Open Reaction Database (ORD), a public repository of structured organic reaction records. Task: describe an organic reaction: reactants, conditions, products, and yield The reactants are FC1=CC=2C3C(C(NC2C=C1)=S)CCC3 (8-fluoro-1,2,3,3a,5,9b-hexahydrocyclopenta[c]quinoline-4-thione), N (ammonia). The product is NC1=NC=2C=CC(=CC2C2C1CCC2)F (4-Amino-8-fluoro-2,3,3a,9b-tetrahydro-1H-cyclopenta[c]quinoline). Isolated yield 95.0%. RXN SMILES: [F:1][C:2]1[CH:11]=[CH:10][C:9]2[NH:8][C:7](=S)[CH:6]3[CH2:13][CH2:14][CH2:15][CH:5]3[C:4]=2[CH:3]=1.[NH3:16]>>[NH2:16][C:7]1[CH:6]2[CH2:13][CH2:14][CH2:15][CH:5]2[C:4]2[CH:3]=[C:2]([F:1])[CH:11]=[CH:10][C:9]=2[N:8]=1. Reported procedure: Analogously to Example 4, 8-fluoro-1,2,3,3a,5,9b-hexahydrocyclopenta[c]quinoline-4-thione (240 mg, 1.08 mmol) in 7N methanolic ammonia solution (30 ml) is reacted to form 210 mg (95%) of product. Reactants: N (ammonia), CC(C)C[C@H]1C(=O)N2CCC[C@H]2[C@]3(N1C(=O)[C@](O3)(C(C)C)NC(=O)[C@H]4CN([C@@H]5CC6=CNC7=C6C(=CC=C7)C5=C4)C)O (α-ergocryptine), base, CC(C)C[C@H]1C(=O)N2CCC[C@H]2[C@]3(N1C(=O)[C@](O3)(C(C)C)NC(=O)[C@H]4CN([C@@H]5CC6=CNC7=C6C(=CC=C7)C5=C4)C)O (α-ergocryptine), CC(C)C[C@H]1C(=O)N2CCC[C@H]2[C@]3(N1C(=O)[C@](O3)(C)NC(=O)[C@H]4CN([C@@H]5CC6=CNC7=CC=CC(=C67)C5=C4)C)O (ergosine), C[Si](Br)(C)C (trimethylbromosilane), ice water, CC(C)C[C@H]1C(=O)N2CCC[C@H]2[C@]3(N1C(=O)[C@](O3)(C(C)C)NC(=O)[C@H]4CN([C@H]5CC6=CNC7=CC=CC(=C67)C5=C4)C)O (α-ergocryptinine), CC(C)C[C@H]1C(=O)N2CCC[C@H]2[C@]3(N1C(=O)[C@](O3)(C)NC(=O)[C@H]4CN([C@@H]5CC6=CNC7=CC=CC(=C67)C5=C4)C)O (ergosinine), CC(C)C[C@H]1C(=O)N2CCC[C@H]2[C@]3(N1C(=O)[C@](O3)(C)NC(=O)[C@H]4CN([C@@H]5CC6=CNC7=CC=CC(=C67)C5=C4)C)O (ergosine). Run in CS(=O)C (dimethylsulfoxide). Reaction conditions: time 15 minute. The product is CC(C)C[C@H]1C(=O)N2CCC[C@H]2[C@]3(N1C(=O)[C@](O3)(C(C)C)NC(=O)[C@H]4CN([C@@H]5CC6=C(NC7=CC=CC(=C67)C5=C4)Br)C)O (2-bromo-α-ergocryptine). As a reaction SMILES: C[Si](C)(C)[Br:3].[CH3:6][CH:7]([CH2:9][C@@H:10]1[N:19]2[C:20]([C@@:22]([NH:27][C:28]([C@@H:30]3[CH:45]=[C:44]4[C@@H:33]([CH2:34][C:35]5[C:39]6[C:40]4=[CH:41][CH:42]=[CH:43][C:38]=6[NH:37][CH:36]=5)[N:32]([CH3:46])[CH2:31]3)=[O:29])([CH:24]([CH3:26])[CH3:25])[O:23][C@@:18]2([OH:47])[C@H:17]2[N:13]([CH2:14][CH2:15][CH2:16]2)[C:11]1=[O:12])=[O:21])[CH3:8].CC(C[C@@H]1N2C([C@@](NC([C@@H]3C=C4[C@@H](CC5C6C(=CC=CC=64)NC=5)N(C)C3)=O)(C)O[C@@]2(O)[C@H]2N(CCC2)C1=O)=O)C.CC(C[C@@H]1N2C([C@@](NC([C@@H]3C=C4[C@H](CC5C6C(=CC=CC=64)NC=5)N(C)C3)=O)(C(C)C)O[C@@]2(O)[C@H]2N(CCC2)C1=O)=O)C.N>CS(C)=O>[CH3:8][CH:7]([CH2:9][C@@H:10]1[N:19]2[C:20]([C@@:22]([NH:27][C:28]([C@@H:30]3[CH:45]=[C:44]4[C@@H:33]([CH2:34][C:35]5[C:39]6[C:38](=[CH:43][CH:42]=[CH:41][C:40]=64)[NH:37][C:36]=5[Br:3])[N:32]([CH3:46])[CH2:31]3)=[O:29])([CH:24]([CH3:25])[CH3:26])[O:23][C@@:18]2([OH:47])[C@H:17]2[N:13]([CH2:14][CH2:15][CH2:16]2)[C:11]1=[O:12])=[O:21])[CH3:6]. Reported procedure: 9.1 ml of trimethylbromosilane are added to 1000 ml of anhydrous dimethylsulfoxide and the solution is stirred at room temperature for 15 minutes, then 10 g of a base mixture of α-ergocryptine and ergosine are added, which contains 64.2% of α-ergocryptine base, 28.46% of ergosine base, 2.78% of α-ergocryptinine base and 1.96% of ergosinine base. After stirring for 20 minutes, the mixture is poured into 5 liters of ice-water and the pH is made alkaline up to a value of 8 to 9 by adding aqueous am... The reactants are OC1=CC=C(C=C1)C=CC(=O)NC (3-(4-hydroxy-phenyl)-N-methyl-acrylamide), BrCC1=CC(=CC=C1)OC (1-bromomethyl-3-methoxy-benzene). Product: COC=1C=C(COC2=CC=C(C=C2)C=CC(=O)NC)C=CC1 (3-[4-(3-Methoxy-benzyloxy)-phenyl]-N-methyl-acrylamide). Yield: 60.0%. RXN SMILES: [OH:1][C:2]1[CH:7]=[CH:6][C:5]([CH:8]=[CH:9][C:10]([NH:12][CH3:13])=[O:11])=[CH:4][CH:3]=1.Br[CH2:15][C:16]1[CH:21]=[CH:20][CH:19]=[C:18]([O:22][CH3:23])[CH:17]=1>>[CH3:23][O:22][C:18]1[CH:17]=[C:16]([CH:21]=[CH:20][CH:19]=1)[CH2:15][O:1][C:2]1[CH:3]=[CH:4][C:5]([CH:8]=[CH:9][C:10]([NH:12][CH3:13])=[O:11])=[CH:6][CH:7]=1. Reported procedure: The title compound is prepared in analogy to example 11 b) from 3-(4-hydroxy-phenyl)-N-methyl-acrylamide and 1-bromomethyl-3-methoxy-benzene. Yield=60%. Colorless solid. MS: m/e=298.2 (M++H). Reaction SMILES: [CH3:16][O:17][c:18]1[n:19][c:20]([S:26]([CH3:27])(=[O:28])=[O:29])[n:21][c:22]([O:24][CH3:25])[cH:23]1.[CH3:31][N:32]([CH3:33])[CH:34]=[O:35].[H-:1].[Na+:2].[OH2:30].[OH:3][c:4]1[c:5]([C:10](=[O:11])[O:12][N:13]([CH3:14])[CH3:15])[n:6][cH:7][cH:8][cH:9]1>>[O:3]([c:4]1[c:5]([C:10](=[O:11])[O:12][N:13]([CH3:14])[CH3:15])[n:6][cH:7][cH:8][cH:9]1)[c:20]1[n:19][c:18]([O:17][CH3:16])[cH:23][c:22]([O:24][CH3:25])[n:21]1. The product is COc1cc(OC)nc(Oc2cccnc2C(=O)ON(C)C)n1. The reactants are COc1cc(OC)nc(S(C)(=O)=O)n1, CN(C)C=O, [H-], [Na+], O, CN(C)OC(=O)c1ncccc1O. Reactants: [Al+3], CC(C)CC(=O)Cl, Cc1csc2ccccc12, [Cl-], [Cl-], [Cl-], C[N+](=O)[O-], O. The product is Cc1c(C(=O)CC(C)C)sc2ccccc12. As a reaction SMILES: [Al+3:23].[C:11]([CH2:12][CH:13]([CH3:14])[CH3:15])(=[O:16])[Cl:17].[CH3:1][c:2]1[cH:3][s:4][c:5]2[c:6]1[cH:7][cH:8][cH:9][cH:10]2.[Cl-:22].[Cl-:24].[Cl-:25].[N+:18]([CH3:19])([O-:20])=[O:21].[OH2:26]>>[CH3:1][c:2]1[c:3]([C:11]([CH2:12][CH:13]([CH3:14])[CH3:15])=[O:16])[s:4][c:5]2[c:6]1[cH:7][cH:8][cH:9][cH:10]2. Starting materials: CCCCc1ncc(C=C2NC(=O)N(COC)C2=O)n1Cc1ccc(C(=O)OC)cc1, CCOC(C)=O, Cc1nc(CCl)cs1, Cl, Cl, [K+], [K+], O=C([O-])[O-], CN(C)C=O. Product: CCCCc1ncc(C=C2C(=O)N(COC)C(=O)N2Cc2csc(C)n2)n1Cc1ccc(C(=O)OC)cc1, Cl, Cl. Reaction SMILES: [CH2:1]([CH2:2][CH2:3][CH3:4])[c:5]1[n:6]([CH2:21][c:22]2[cH:23][cH:24][c:25]([C:26](=[O:27])[O:28][CH3:29])[cH:30][cH:31]2)[c:7]([CH:10]=[C:11]2[NH:12][C:13](=[O:20])[N:14]([CH2:17][O:18][CH3:19])[C:15]2=[O:16])[cH:8][n:9]1.[CH3:53][CH2:54][O:55][C:56](=[O:57])[CH3:58].[Cl:39][CH2:40][c:41]1[n:42][c:43]([CH3:46])[s:44][cH:45]1.[ClH:38].[ClH:47].[K+:32].[K+:33].[O-:34][C:35]([O-:36])=[O:37].[O:48]=[CH:49][N:50]([CH3:51])[CH3:52]>>[CH2:1]([CH2:2][CH2:3][CH3:4])[c:5]1[n:6]([CH2:21][c:22]2[cH:23][cH:24][c:25]([C:26](=[O:27])[O:28][CH3:29])[cH:30][cH:31]2)[c:7]([CH:10]=[C:11]2[N:12]([CH2:40][c:41]3[n:42][c:43]([CH3:46])[s:44][cH:45]3)[C:13](=[O:20])[N:14]([CH2:17][O:18][CH3:19])[C:15]2=[O:16])[cH:8][n:9]1.[ClH:38].[ClH:39]. Reactants: C(C)#N (acetonitrile), C(=O)(N1C=NC=C1)N1C=NC=C1 (1,1′-carbonyldiimidazole), C(=O)(N1C=NC=C1)N1C=NC=C1 (1,1′-carbonyldiimidazole), C(=O)(N1C=NC=C1)N1C=NC=C1 (1,1′-Carbonyldiimidazole), ClC1=NC2=CC=CC=C2C(=C1N)NCC1=CC=C(C=C1)OC (2-chloro-N4-(4-methoxybenzyl)quinoline-3,4-diamine), N1=CC=CC=C1 (pyridine). Solvent: C1CCOC1 (THF). Conditions: temperature 80 celsius, time 8 hour. Product: ClC1=NC=2C=CC=CC2C2=C1N=C(N2CC2=CC=C(C=C2)OC)O (4-chloro-1-(4-methoxybenzyl)-1H-imidazo[4,5-c]quinolin-2-ol). The yield is 41.8%. As a reaction SMILES: [C:1](N1C=CN=C1)(N1C=CN=C1)=[O:2].[Cl:13][C:14]1[C:23]([NH2:24])=[C:22]([NH:25][CH2:26][C:27]2[CH:32]=[CH:31][C:30]([O:33][CH3:34])=[CH:29][CH:28]=2)[C:21]2[C:16](=[CH:17][CH:18]=[CH:19][CH:20]=2)[N:15]=1.N1C=CC=CC=1.C(#N)C>C1COCC1>[Cl:13][C:14]1[C:23]2[N:24]=[C:1]([OH:2])[N:25]([CH2:26][C:27]3[CH:28]=[CH:29][C:30]([O:33][CH3:34])=[CH:31][CH:32]=3)[C:22]=2[C:21]2[CH:20]=[CH:19][CH:18]=[CH:17][C:16]=2[N:15]=1. Procedure details: 1,1′-Carbonyldiimidazole (6.53 g, 40.3 mmol) was added to a solution of 2-chloro-N4-(4-methoxybenzyl)quinoline-3,4-diamine (11.49 g, 36.62 mmol) and pyridine (75 mL) in THF (75 mL), and the reaction was heated at 80° C. overnight. An analysis by LC/MS indicated the presence of starting material, and additional 1,1′-carbonyldiimidazole (1 equivalent) was added. The reaction was stirred overnight at 80° C., and additional 1,1′-carbonyldiimidazole (1 equivalent) was added. The reaction was stirred ... The reactants are BrC1=CC(=CC=C1)Br (1,3-dibromobenzene), N1CCC1 (azetidine), ( A ). The product is BrC=1C=C(C=CC1)N1CCC1 (1-(3-bromophenyl)azetidine). As a reaction SMILES: Br[C:2]1[CH:7]=[CH:6][CH:5]=[C:4]([Br:8])[CH:3]=1.[NH:9]1[CH2:12][CH2:11][CH2:10]1>>[Br:8][C:4]1[CH:3]=[C:2]([N:9]2[CH2:12][CH2:11][CH2:10]2)[CH:7]=[CH:6][CH:5]=1. Procedure details: The title compound was prepared from 1,3-dibromobenzene and azetidine using a similar procedure to that described for D43. LCMS (A): m/z (M+H)+ 212/214, C9H10BrN requires 211/213 (acidic). Reported procedure: To a solution of 50.8 g. of 4-chloro-1-ethyl-1H-pyrazolo[3,4-b]pyridine-5-carboxylic acid ethyl ester (0.2 mol.) in 200 ml. of benzene, 29.2 g. of n-butylamine (0.4 mol.) are added. The mixture is kept at 50° for 5 hours. Then the separated butylamine hydrochloride is filtered under suction and the filtrate is evaporated in vacuo to dryness. The residual 4-butylamino-1-ethyl-1H-pyrazolo[3,4-b]pyridine-5-carboxylic acid ethyl ester is recrystallized from hexane, m.p. 82°-83°, yield 53 g. (91.5%). Reaction conditions: time 5 hour. Yields the product C(C)OC(=O)C=1C(=C2C(=NC1)N(N=C2)CC)NCCCC (4-Butylamino-1-ethyl-1H-pyrazolo[3,4-b]pyridine-5-carboxylic acid ethyl ester). Starting materials: C(C)OC(=O)C=1C(=C2C(=NC1)N(N=C2)CC)Cl (4-chloro-1-ethyl-1H-pyrazolo[3,4-b]pyridine-5-carboxylic acid ethyl ester), C(CCC)N (n-butylamine). The solvent is C1=CC=CC=C1 (benzene). RXN SMILES: [CH2:1]([O:3][C:4]([C:6]1[C:7](Cl)=[C:8]2[CH:14]=[N:13][N:12]([CH2:15][CH3:16])[C:9]2=[N:10][CH:11]=1)=[O:5])[CH3:2].[CH2:18]([NH2:22])[CH2:19][CH2:20][CH3:21]>C1C=CC=CC=1>[CH2:1]([O:3][C:4]([C:6]1[C:7]([NH:22][CH2:18][CH2:19][CH2:20][CH3:21])=[C:8]2[CH:14]=[N:13][N:12]([CH2:15][CH3:16])[C:9]2=[N:10][CH:11]=1)=[O:5])[CH3:2]. Starting materials: O=C1N(CCC1)[C@H]1C[C@H](CCC1)NC(OCC1=CC=CC=C1)=O (benzyl (1S,3R)-3-(2-oxopyrrolidin-1-yl)cyclohexylcarbamate), O=C1N(CCC1)[C@H]1C[C@H](CCC1)NC(OCC1=CC=CC=C1)=O (benzyl (1S,3R)-3-(2-oxopyrrolidin-1-yl)cyclohexylcarbamate), CO.C(Cl)Cl (MeOH DCM). Reagents/catalysts: [Pd] (Pd). The solvent is CO (MeOH). Run at time 105 minute. Yields the product N[C@@H]1C[C@@H](CCC1)N1C(CCC1)=O (1-((1R,3S)-3-aminocyclohexyl)pyrrolidin-2-one). As a reaction SMILES: [O:1]=[C:2]1[CH2:6][CH2:5][CH2:4][N:3]1[C@@H:7]1[CH2:12][CH2:11][CH2:10][C@H:9]([NH:13]C(=O)OCC2C=CC=CC=2)[CH2:8]1.CO.C(Cl)Cl>CO.[Pd]>[NH2:13][C@H:9]1[CH2:10][CH2:11][CH2:12][C@@H:7]([N:3]2[CH2:4][CH2:5][CH2:6][C:2]2=[O:1])[CH2:8]1 |f:1.2|. Reported procedure: A degassed solution of benzyl (1S,3R)-3-(2-oxopyrrolidin-1-yl)cyclohexylcarbamate, 45b, (0.165 g, 0.522 mmol) and Pd on C (10% wet, Degussa, 0.050 g, 0.024 mmol) in MeOH (15 mL) was placed under H2 atm (balloon). After 105 min, TLC (10% MeOH-DCM) indicated complete consumption of starting material. H2 was removed and the solution filtered and concentrated in vacuo. The crude product was azeotroped with CH3CN (2×) to remove any residual MeOH and provided the desired product (96 mg): FIA (M+H+) 18...